This data is from the Open Reaction Database (ORD), a public repository of structured organic reaction records. The task is: describe an organic reaction: reactants, conditions, products, and yield Reactants: CC#CCO, [Cl-], CC(C)(CCl)COc1cc(Cl)ncn1, [H-], [NH4+], [Na+], C1CCOC1. The product is CC#CCOc1cc(OCC(C)(C)CCl)ncn1. Reaction SMILES: [CH2:3]([C:4]#[C:5][CH3:6])[OH:7].[Cl-:22].[Cl:8][c:9]1[n:10][cH:11][n:12][c:13]([O:15][CH2:16][C:17]([CH2:18][Cl:19])([CH3:20])[CH3:21])[cH:14]1.[H-:1].[NH4+:23].[Na+:2].[O:24]1[CH2:25][CH2:26][CH2:27][CH2:28]1>>[CH2:3]([C:4]#[C:5][CH3:6])[O:7][c:9]1[n:10][cH:11][n:12][c:13]([O:15][CH2:16][C:17]([CH2:18][Cl:19])([CH3:20])[CH3:21])[cH:14]1.